This data is from the Open Reaction Database (ORD), a public repository of structured organic reaction records. The task is: describe an organic reaction: reactants, conditions, products, and yield Reactants: O=C([O-])[O-], CC(C)=O, CCC(C)=O, ClCc1nsc(Cl)n1, [Cs+], [Cs+], O=C1Nc2ccccc2C12COc1cc3c(cc12)OCO3. The product is O=C1N(Cc2nsc(Cl)n2)c2ccccc2C12COc1cc3c(cc12)OCO3. Reaction SMILES: [C:22](=[O:23])([O-:24])[O-:25].[CH3:36][C:37](=[O:38])[CH3:39].[CH3:40][C:41](=[O:42])[CH2:43][CH3:44].[Cl:28][c:29]1[n:30][c:31]([CH2:34][Cl:35])[n:32][s:33]1.[Cs+:26].[Cs+:27].[NH:1]1[C:2](=[O:21])[C:3]2([CH2:4][O:5][c:6]3[c:7]2[cH:8][c:9]2[c:10]([cH:14]3)[O:11][CH2:12][O:13]2)[c:15]2[cH:16][cH:17][cH:18][cH:19][c:20]21>>[N:1]1([CH2:34][c:31]2[n:30][c:29]([Cl:28])[s:33][n:32]2)[C:2](=[O:21])[C:3]2([CH2:4][O:5][c:6]3[c:7]2[cH:8][c:9]2[c:10]([cH:14]3)[O:11][CH2:12][O:13]2)[c:15]2[cH:16][cH:17][cH:18][cH:19][c:20]21. Reactants: O(C1=CC=CC=C1)C1=CC=C(C=C1)C(CC)=C1SCSCS1 (2-{1-(4-phenoxyphenyl)propan-1-ylidene}-1,3,5-trithiane), C(C)[SiH](CC)CC (triethylsilane), FC(C(=O)O)(F)F (trifluoroacetic acid), C([O-])([O-])=O.[Na+].[Na+] (sodium carbonate). Solvent: ClCCl (dichloromethane), ClCCl (dichloromethane). Conditions: time 8 hour. Product: O(C1=CC=CC=C1)C1=CC=C(C=C1)C(CC)C1SCSCS1 (2-{1-(4-Phenoxyphenyl)propan-1-yl}-1,3,5-trithiane). Yield: 90.5%. Reaction SMILES: [O:1]([C:8]1[CH:13]=[CH:12][C:11]([C:14](=[C:17]2[S:22][CH2:21][S:20][CH2:19][S:18]2)[CH2:15][CH3:16])=[CH:10][CH:9]=1)[C:2]1[CH:7]=[CH:6][CH:5]=[CH:4][CH:3]=1.C([SiH](CC)CC)C.FC(F)(F)C(O)=O.C(=O)([O-])[O-].[Na+].[Na+]>ClCCl>[O:1]([C:8]1[CH:13]=[CH:12][C:11]([CH:14]([CH:17]2[S:18][CH2:19][S:20][CH2:21][S:22]2)[CH2:15][CH3:16])=[CH:10][CH:9]=1)[C:2]1[CH:3]=[CH:4][CH:5]=[CH:6][CH:7]=1 |f:3.4.5|. Procedure details: In 10 ml of anhydrous dichloromethane were dissolved 1.0 g of 2-{1-(4-phenoxyphenyl)propan-1-ylidene}-1,3,5-trithiane and 0.67 g of triethylsilane, and a solution prepared by diluting 1 ml of trifluoroacetic acid with 5 ml of dichloromethane was added dropwise at room temperature. The resulting solution was stirred overnight. After sodium carbonate powder was added, the resulting mixture was washed with water and dried over anhydrous sodium sulfate. The solvent was removed by distillation, and t... The reactants are C(C)(=O)C1=C(C(=C(OCCCSC2=NC(=NN2)NC(CC(=O)OCC2=CC=C(C=C2)OC)=O)C=C1)CCC)O (p-methoxybenzyl 3-[[5-[[3-(4-acetyl-3-hydroxy-2-propylphenoxy)propyl]thio]-1H-1,2,4-triazol-3-yl]amino]-3-oxopropionate), O (water). Run in FC(C(=O)O)(F)F (trifluoroacetic acid), C1(=CC=CC=C1)OC (anisole). The product is C(C)(=O)C1=C(C(=C(OCCCSC2=NC(=NN2)NC(CC(=O)O)=O)C=C1)CCC)O (3-[[5-[[-3-(4-acetyl-3-hydroxy-2-propylphenoxy)propyl]thio]-1H-1,2,4-triazol-3-yl]amino]-3-oxopropionic acid). Yield: 63.8%. As a reaction SMILES: [C:1]([C:4]1[CH:35]=[CH:34][C:7]([O:8][CH2:9][CH2:10][CH2:11][S:12][C:13]2[NH:17][N:16]=[C:15]([NH:18][C:19](=[O:33])[CH2:20][C:21]([O:23]CC3C=CC(OC)=CC=3)=[O:22])[N:14]=2)=[C:6]([CH2:36][CH2:37][CH3:38])[C:5]=1[OH:39])(=[O:3])[CH3:2].O>FC(F)(F)C(O)=O.C1(OC)C=CC=CC=1>[C:1]([C:4]1[CH:35]=[CH:34][C:7]([O:8][CH2:9][CH2:10][CH2:11][S:12][C:13]2[NH:17][N:16]=[C:15]([NH:18][C:19](=[O:33])[CH2:20][C:21]([OH:23])=[O:22])[N:14]=2)=[C:6]([CH2:36][CH2:37][CH3:38])[C:5]=1[OH:39])(=[O:3])[CH3:2]. Reported procedure: In a mixture of 1.5 ml of trifluoroacetic acid and 0.1 ml of anisole was dissolved 100 mg of p-methoxybenzyl 3-[[5-[[3-(4-acetyl-3-hydroxy-2-propylphenoxy)propyl]thio]-1H-1,2,4-triazol-3-yl]amino]-3-oxopropionate obtained in Example 31 at 10° to 20° C. and after stirring the solution thus obtained for 30 minutes, trifluoroacetic acid was distilled off under reduced pressure. The residue thus formed was mixed with 20 ml of water and extracted with 20 ml of ethyl acetate. The extract was washed wi... Reactants: CS(=O)(=O)Cl, CS(=O)(=O)OCCC1OCCc2cc(C(N)=O)ccc21, OCCC1OCCc2cc(N3CCSCC3)ccc21. Yields the product CS(=O)(=O)OCCC1OCCc2cc(N3CCSCC3)ccc21. Reaction SMILES: [CH3:20][S:21]([Cl:22])(=[O:23])=[O:24].[CH3:25][S:26]([O:27][CH2:28][CH2:29][CH:30]1[c:31]2[cH:32][cH:33][c:34]([C:35]([NH2:36])=[O:37])[cH:38][c:39]2[CH2:40][CH2:41][O:42]1)(=[O:43])=[O:44].[S:1]1[CH2:2][CH2:3][N:4]([c:7]2[cH:8][cH:9][c:10]3[c:11]([cH:19]2)[CH2:12][CH2:13][O:14][CH:15]3[CH2:16][CH2:17][OH:18])[CH2:5][CH2:6]1>>[S:1]1[CH2:2][CH2:3][N:4]([c:7]2[cH:8][cH:9][c:10]3[c:11]([cH:19]2)[CH2:12][CH2:13][O:14][CH:15]3[CH2:16][CH2:17][O:18][S:21]([CH3:20])(=[O:23])=[O:24])[CH2:5][CH2:6]1. Reactants: CI, CN(C)C=O, CCCN(CCC)CCc1cccc2[nH]c3c(C)ccc(C)c3c12, [H-], [Na+], O. The product is CCCN(CCC)CCc1cccc2c1c1c(C)ccc(C)c1n2C. RXN SMILES: [CH3:27][I:28].[CH3:30][N:31]([CH3:32])[CH:33]=[O:34].[CH3:3][c:4]1[c:5]2[c:6]3[c:7]([CH2:18][CH2:19][N:20]([CH2:21][CH2:22][CH3:23])[CH2:24][CH2:25][CH3:26])[cH:8][cH:9][cH:10][c:11]3[nH:12][c:13]2[c:14]([CH3:17])[cH:15][cH:16]1.[H-:1].[Na+:2].[OH2:29]>>[CH3:3][c:4]1[c:5]2[c:6]3[c:7]([CH2:18][CH2:19][N:20]([CH2:21][CH2:22][CH3:23])[CH2:24][CH2:25][CH3:26])[cH:8][cH:9][cH:10][c:11]3[n:12]([CH3:27])[c:13]2[c:14]([CH3:17])[cH:15][cH:16]1.